From a dataset of the Open Reaction Database (ORD), a public repository of structured organic reaction records. describe an organic reaction: reactants, conditions, products, and yield The reactants are OCC1=NSC2=C1C=C(C=C2)N2C(N(C(=CC2=O)C(F)(F)F)C)=O (3-[3-(hydroxymethyl)-1,2-benzisothiazol-5-yl]-1-methyl-6-(trifluoromethyl)-2,4(1H,3H)-pyrimidinedione), CN1C(N(C(C=C1C(F)(F)F)=O)C=1C=CC2=C(C(=NS2)C=O)C1)=O (5-[3,6-dihydro-3-methyl-2,6-dioxo-4-(trifluoromethyl)-1(2H)-pyrimidinyl]-1,2-benzisothiazole-3-carboxaldehyde), [Cr](=O)(=O)([O-])O[Cr](=O)(=O)[O-].[K+].[K+] (potassium dichromate). Solvent: C(C)(=O)O (acetic acid), S(O)(O)(=O)=O (sulfuric acid), O (water). Run at time 2 hour. Yields the product CN1C(N(C(C=C1C(F)(F)F)=O)C=1C=CC2=C(C(=NS2)C(=O)O)C1)=O (5-[3,6-Dihydro-3-methyl-2,6-dioxo-4-(trifluoromethyl)-1(2H)-pyrimidinyl]-1,2-benzisothiazole-3-carboxylic acid). As a reaction SMILES: [Cr](O[Cr]([O-])(=O)=O)([O-])(=O)=O.[K+].[K+].[OH:12][CH2:13][C:14]1[C:18]2[CH:19]=[C:20]([N:23]3[C:28](=[O:29])[CH:27]=[C:26]([C:30]([F:33])([F:32])[F:31])[N:25]([CH3:34])[C:24]3=[O:35])[CH:21]=[CH:22][C:17]=2[S:16][N:15]=1.CN1C(C(F)(F)F)=CC(=[O:47])N(C2C=CC3SN=C(C=O)C=3C=2)C1=O>S(=O)(=O)(O)O.C(O)(=O)C.O>[CH3:34][N:25]1[C:26]([C:30]([F:32])([F:31])[F:33])=[CH:27][C:28](=[O:29])[N:23]([C:20]2[CH:21]=[CH:22][C:17]3[S:16][N:15]=[C:14]([C:13]([OH:47])=[O:12])[C:18]=3[CH:19]=2)[C:24]1=[O:35] |f:0.1.2|. Reported procedure: A solution of potassium dichromate (10.0 g) in 1.5 M sulfuric acid (200 mL) is cooled to 0° C., treated dropwise with a solution of a 2:3 mixture of 3-[3-(hydroxymethyl)-1,2-benzisothiazol-5-yl]-1-methyl-6-(trifluoromethyl)-2,4(1H,3H)-pyrimidinedione and 5-[3,6-dihydro-3-methyl-2,6-dioxo-4-(trifluoromethyl)-1(2H)-pyrimidinyl]-1,2-benzisothiazole-3-carboxaldehyde (12.0 g) in acetic acid, stirred at room temperature for 2 hours, and diluted with water. The resultant aqueous mixture is extracted wi... Starting materials: C(C)OC(O[C@@H]1C=C[C@@H](C1)N1C2=NC(=NC(=C2N=C1)NCC(C1=CC=CC=C1)C1=CC=CC=C1)Cl)=O (Carbonic acid (1S,4R)-4-[2-chloro-6-(2,2-diphenyl-ethylamino)-purin-9-yl]-cyclopent-2-enyl ester ethyl ester), Tetrakis(triphenyl-phosphine)palladium(0), CC=1C=NNC1 (4-methyl-pyrazole), C1(=CC=CC=C1)P(C1=CC=CC=C1)C1=CC=CC=C1 (triphenylphosphine). Run at time 18 hour. Yields the product ClC1=NC(=C2N=CN(C2=N1)[C@H]1C=C[C@H](C1)N1N=CC(=C1)C)NCC(C1=CC=CC=C1)C1=CC=CC=C1 ({2-Chloro-9-[(1R,4S)-4-(4-methyl-pyrazol-1-yl)-cyclopent-2-enyl]-9H-purin-6-yl}-(2,2-diphenyl-ethyl)-amine). As a reaction SMILES: C(OC(=O)O[C@H:6]1[CH2:10][C@@H:9]([N:11]2[CH:19]=[N:18][C:17]3[C:12]2=[N:13][C:14]([Cl:35])=[N:15][C:16]=3[NH:20][CH2:21][CH:22]([C:29]2[CH:34]=[CH:33][CH:32]=[CH:31][CH:30]=2)[C:23]2[CH:28]=[CH:27][CH:26]=[CH:25][CH:24]=2)[CH:8]=[CH:7]1)C.[CH3:37][C:38]1[CH:39]=[N:40][NH:41][CH:42]=1.C1(P(C2C=CC=CC=2)C2C=CC=CC=2)C=CC=CC=1>>[Cl:35][C:14]1[N:13]=[C:12]2[C:17]([N:18]=[CH:19][N:11]2[C@@H:9]2[CH2:10][C@H:6]([N:40]3[CH:39]=[C:38]([CH3:37])[CH:42]=[N:41]3)[CH:7]=[CH:8]2)=[C:16]([NH:20][CH2:21][CH:22]([C:23]2[CH:28]=[CH:27][CH:26]=[CH:25][CH:24]=2)[C:29]2[CH:34]=[CH:33][CH:32]=[CH:31][CH:30]=2)[N:15]=1. Procedure: Carbonic acid (1S,4R)-4-[2-chloro-6-(2,2-diphenyl-ethylamino)-purin-9-yl]-cyclopent-2-enyl ester ethyl ester (Intermediate AA) (2.00 g, 3.97 mmol) is placed in an oven-dried flask under an atmosphere of argon. Dry deoxygenated THF (20 mL) is added followed by 4-methyl-pyrazole (0.36 g, 4.37 mmol) and triphenylphosphine (0.16 g, 0.60 mmol). Tetrakis(triphenyl-phosphine)palladium(0) (0.23 g, 0.20 mmol) is then added and the reaction mixture is stirred at room temperature for 18 hours. The solvent ... Starting materials: ClC=1C(=C(N)C=CC1)[N+](=O)[O-] (3-chloro-2-nitroaniline), CCO (EtOH), [Cl-].[NH4+] (ammonium chloride). Reagents/catalysts: [Zn] (zinc). Solvent: O (water). Reaction conditions: temperature 80 celsius, time 30 minute. Yields the product ClC1=C(C(=CC=C1)N)N (3-chlorobenzene-1,2-diamine). Reaction SMILES: [Cl:1][C:2]1[C:3]([N+:9]([O-])=O)=[C:4]([CH:6]=[CH:7][CH:8]=1)[NH2:5].CCO.[Cl-].[NH4+]>[Zn].O>[Cl:1][C:2]1[CH:8]=[CH:7][CH:6]=[C:4]([NH2:5])[C:3]=1[NH2:9] |f:2.3|. Procedure details: To a mixture of 3-chloro-2-nitroaniline (684 mg) and EtOH (5 mL) were added ammonium chloride (353 mg) and water (1.5 mL), followed by adding zinc powder (1.38 g) at 80° C., and heating and stirring at 80° C. for 30 minutes. The reaction mixture was cooled to room temperature, filtered over Celite, and washed with EtOAc. This filtrate was washed with a saturated aqueous NaHCO3 solution and brine in this order, dried over MgSO4, and then concentrated under reduced pressure to obtain 3-chlorobenze... The product is O=C(NCC1CC1)c1ccc(OCc2c(-c3ccccc3)noc2C(F)(F)F)nc1. The reactants are COC(=O)c1ccc(OCc2c(-c3ccccc3)noc2C(F)(F)F)nc1, C[Al](C)C, NCC1CC1, C1COCCO1, O. RXN SMILES: [CH3:10][O:11][C:12]([c:13]1[cH:14][n:15][c:16]([O:19][CH2:20][c:21]2[c:22](-[c:30]3[cH:31][cH:32][cH:33][cH:34][cH:35]3)[n:23][o:24][c:25]2[C:26]([F:27])([F:28])[F:29])[cH:17][cH:18]1)=[O:36].[CH3:1][Al:2]([CH3:3])[CH3:4].[CH:5]1([CH2:8][NH2:9])[CH2:6][CH2:7]1.[O:38]1[CH2:39][CH2:40][O:41][CH2:42][CH2:43]1.[OH2:37]>>[CH:5]1([CH2:8][NH:9][C:12](=[O:11])[c:13]2[cH:14][n:15][c:16]([O:19][CH2:20][c:21]3[c:22](-[c:30]4[cH:31][cH:32][cH:33][cH:34][cH:35]4)[n:23][o:24][c:25]3[C:26]([F:27])([F:28])[F:29])[cH:17][cH:18]2)[CH2:6][CH2:7]1. Reactants: O=C(O)c1cccc2c1OCO2, NCC1CN(Cc2ccccc2)CCO1, N#Cc1ccc(CN2CCOC(CN)C2)cc1, COc1cc(N)c(Cl)cc1C(=O)O. Yields the product O=C(NCC1CN(Cc2ccccc2)CCO1)c1cccc2c1OCO2. As a reaction SMILES: [CH2:16]1[O:17][c:18]2[c:19]([C:20](=[O:21])[OH:22])[cH:23][cH:24][cH:25][c:26]2[O:27]1.[NH2:1][CH2:2][CH:3]1[O:4][CH2:5][CH2:6][N:7]([CH2:9][c:10]2[cH:11][cH:12][cH:13][cH:14][cH:15]2)[CH2:8]1.[NH2:28][CH2:29][CH:30]1[CH2:31][N:32]([CH2:33][c:34]2[cH:35][cH:36][c:37]([C:38]#[N:39])[cH:40][cH:41]2)[CH2:42][CH2:43][O:44]1.[NH2:45][c:46]1[c:47]([Cl:48])[cH:49][c:50]([C:51]([OH:52])=[O:53])[c:54]([O:55][CH3:56])[cH:57]1>>[NH:1]([CH2:2][CH:3]1[O:4][CH2:5][CH2:6][N:7]([CH2:9][c:10]2[cH:11][cH:12][cH:13][cH:14][cH:15]2)[CH2:8]1)[C:20]([c:19]1[c:18]2[c:26]([cH:25][cH:24][cH:23]1)[O:27][CH2:16][O:17]2)=[O:21].